This data is from the Open Reaction Database (ORD), a public repository of structured organic reaction records. The task is: describe an organic reaction: reactants, conditions, products, and yield Reactants: O=C1C2=C(CCCC2)C(S)N1c1ccc(Cl)cc1F, COC(=O)Cl, O, c1ccncc1. Yields the product COC(=O)SC1C2=C(CCCC2)C(=O)N1c1ccc(Cl)cc1F. Reaction SMILES: [Cl:1][c:2]1[cH:3][c:4]([F:19])[c:5]([N:8]2[C:9](=[O:18])[C:10]3=[C:15]([CH2:14][CH2:13][CH2:12][CH2:11]3)[CH:16]2[SH:17])[cH:6][cH:7]1.[Cl:20][C:21](=[O:22])[O:23][CH3:24].[OH2:25].[cH:26]1[cH:27][cH:28][n:29][cH:30][cH:31]1>>[Cl:1][c:2]1[cH:3][c:4]([F:19])[c:5]([N:8]2[C:9](=[O:18])[C:10]3=[C:15]([CH2:14][CH2:13][CH2:12][CH2:11]3)[CH:16]2[S:17][C:21](=[O:22])[O:23][CH3:24])[cH:6][cH:7]1. The reactants are OCC=1N=CN2C1CN(C(C1=C2C=CC=C1)=O)C (4,5-dihydro-3-(hydroxymethyl)-5-methyl-6H-imidazo[1,5-a][1,4]benzodiazepin-6-one), S(=O)(Cl)Cl (thionyl chloride). Run in C1=CC=CC=C1 (benzene). Yields the product ClCC=1N=CN2C1CN(C(C1=C2C=CC=C1)=O)C (3-(chloromethyl)-4,5-dihydro-5-methyl-6H-imidazo[1,5-a][1,4]benzodiazepin-6-one). RXN SMILES: O[CH2:2][C:3]1[N:4]=[CH:5][N:6]2[C:12]3[CH:13]=[CH:14][CH:15]=[CH:16][C:11]=3[C:10](=[O:17])[N:9]([CH3:18])[CH2:8][C:7]=12.S(Cl)([Cl:21])=O>C1C=CC=CC=1>[Cl:21][CH2:2][C:3]1[N:4]=[CH:5][N:6]2[C:12]3[CH:13]=[CH:14][CH:15]=[CH:16][C:11]=3[C:10](=[O:17])[N:9]([CH3:18])[CH2:8][C:7]=12. Reported procedure: 6 g (24.6 mmol) of 4,5-dihydro-3-(hydroxymethyl)-5-methyl-6H-imidazo[1,5-a][1,4]benzodiazepin-6-one and 4.45 g of thionyl chloride are heated to boiling under reflux for 2 hours in 50 ml of benzene. The mixture is evaporated to dryness, the residue is taken up in chloroform and washed with 2 N sodium hydroxide. The organic phase is dried over magnesium sulphate and, after removal of the solvent, there is obtained 3-(chloromethyl)-4,5-dihydro-5-methyl-6H-imidazo[1,5-a][1,4]benzodiazepin-6-one of ... Reactants: [Br-], CCOC(=O)c1cccn2cc(C(F)(F)F)nc12, [K+]. Yields the product OCc1cccn2cc(C(F)(F)F)nc12. Reaction SMILES: [Br-:19].[F:1][C:2]([c:3]1[n:4][c:5]2[n:6]([cH:7][cH:8][cH:9][c:10]2[C:11](=[O:12])[O:13][CH2:14][CH3:15])[cH:16]1)([F:17])[F:18].[K+:20]>>[F:1][C:2]([c:3]1[n:4][c:5]2[n:6]([cH:7][cH:8][cH:9][c:10]2[CH2:11][OH:12])[cH:16]1)([F:17])[F:18]. Starting materials: C(C)(C)(C)N1N=CC(=C(C1=O)CO[Si](C)(C)C(C)(C)C)SCC1=CC=C(C=C1)C(C)(C)C (2-tert-butyl-4-tert-butyldimethylsilyloxymethyl-5-(4-tert-butylbenzyl)thio-3(2H)-pyridazinone), [F-].C(CCC)[N+](CCCC)(CCCC)CCCC (tetrabutylammonium fluoride), ClCCl (dichloromethane). Solvent: O (water). Run at time 5 hour. The product is C(C)(C)(C)N1N=CC(=C(C1=O)CO)SCC1=CC=C(C=C1)C(C)(C)C (2-tert-butyl-4-hydoxymethyl-5-(4-tert-butylbenzyl)thio-3(2H)-pyridazinone). Reaction SMILES: [C:1]([N:5]1[C:10](=[O:11])[C:9]([CH2:12][O:13][Si](C(C)(C)C)(C)C)=[C:8]([S:21][CH2:22][C:23]2[CH:28]=[CH:27][C:26]([C:29]([CH3:32])([CH3:31])[CH3:30])=[CH:25][CH:24]=2)[CH:7]=[N:6]1)([CH3:4])([CH3:3])[CH3:2].[F-].C([N+](CCCC)(CCCC)CCCC)CCC.ClCCl>O>[C:1]([N:5]1[C:10](=[O:11])[C:9]([CH2:12][OH:13])=[C:8]([S:21][CH2:22][C:23]2[CH:24]=[CH:25][C:26]([C:29]([CH3:32])([CH3:31])[CH3:30])=[CH:27][CH:28]=2)[CH:7]=[N:6]1)([CH3:4])([CH3:3])[CH3:2] |f:1.2|. Reported procedure: To a 15 ml round bottom flask charged with 2-tert-butyl-4-tert-butyldimethylsilyloxymethyl-5-(4-tert-butylbenzyl)thio-3(2H)-pyridazinone (2 g, 4.2 mmol) is added tetrabutylammonium fluoride solution (1M in THF, 21 ml, 21 mmol). The mixture is first stirred at room temperature for 5 hours and to it is added dichloromethane followed by water. The layers are separated and the organic layer is washed with water and dried. The organic layer is then concentrated and subjected to purification using sil...